From a dataset of the Open Reaction Database (ORD), a public repository of structured organic reaction records. describe an organic reaction: reactants, conditions, products, and yield Starting materials: FC1=C(C=CC(=C1)NC(=O)NCCO)C=1N=C(C2=C(N1)CN(C2)C(=O)OCC)N2[C@H](COCC2)C ((S)-Ethyl 2-(2-fluoro-4-(3-(2-hydroxyethyl)ureido)phenyl)-4-(3-methylmorpholino)-5H-pyrrolo[3,4-d]pyrimidine-6(7H)-carboxylate), ClC=1N=C(C2=C(N1)CN(C2)C(C)C)N2CCOCC2 (4-(2-chloro-6-isopropyl-6,7-dihydro-5H-pyrrolo[3,4-d]pyrimidin-4-yl)morpholine), ClC=1N=C(C2=C(N1)CN(C2)C(C)C)N2CCOCC2 (4-(2-chloro-6-isopropyl-6,7-dihydro-5H-pyrrolo[3,4-d]pyrimidin-4-yl)morpholine). The product is FC=1C=C(C=CC1C=1N=C(C2=C(N1)CN(C2)C(C)C)N2CCOCC2)NC(=O)NCCO (1-(3-fluoro-4-(6-isopropyl-4-morpholino-6,7-dihyro-5H-pyrrolo[3,4-d]pyrimidin-2-yl)phenyl)-3-(2-hydroxyethyl)urea). RXN SMILES: [F:1][C:2]1[CH:7]=[C:6]([NH:8][C:9]([NH:11][CH2:12][CH2:13][OH:14])=[O:10])[CH:5]=[CH:4][C:3]=1[C:15]1[N:16]=[C:17]([N:29]2[CH2:34][CH2:33][O:32][CH2:31][C@@H:30]2C)[C:18]2[CH2:23][N:22](C(OCC)=O)[CH2:21][C:19]=2[N:20]=1.ClC1N=[C:39](N2CCOCC2)[C:40]2CN(C(C)C)C[C:41]=2N=1>>[F:1][C:2]1[CH:7]=[C:6]([NH:8][C:9]([NH:11][CH2:12][CH2:13][OH:14])=[O:10])[CH:5]=[CH:4][C:3]=1[C:15]1[N:16]=[C:17]([N:29]2[CH2:30][CH2:31][O:32][CH2:33][CH2:34]2)[C:18]2[CH2:23][N:22]([CH:40]([CH3:41])[CH3:39])[CH2:21][C:19]=2[N:20]=1. Procedure: Method as (S)-Ethyl 2-(2-fluoro-4-(3-(2-hydroxyethyl)ureido)phenyl)-4-(3-methylmorpholino)-5H-pyrrolo[3,4-d]pyrimidine-6(7H)-carboxylate (example 167) using 4-(2-chloro-6-isopropyl-6,7-dihydro-5H-pyrrolo[3,4-d]pyrimidin-4-yl)morpholine (intermediate 34) Product: CC(C)CN(Cc1ccccc1)c1ncnc2nc[nH]c12. Reactants: CC(C)CN(Cc1ccccc1)c1ncnc2c1ncn2C1CCCCO1, N, O. As a reaction SMILES: [CH2:1]([c:2]1[cH:3][cH:4][cH:5][cH:6][cH:7]1)[N:8]([CH2:9][CH:10]([CH3:11])[CH3:12])[c:13]1[c:14]2[n:15][cH:16][n:17]([CH:22]3[CH2:23][CH2:24][CH2:25][CH2:26][O:27]3)[c:18]2[n:19][cH:20][n:21]1.[NH3:28].[OH2:29]>>[CH2:1]([c:2]1[cH:3][cH:4][cH:5][cH:6][cH:7]1)[N:8]([CH2:9][CH:10]([CH3:11])[CH3:12])[c:13]1[c:14]2[nH:15][cH:16][n:17][c:18]2[n:19][cH:20][n:21]1. The reactants are intermediate 25, C15H25N2O7, C[Si](OCCOC1(CCC1)C#N)(C)C (1-(2-trimethylsilanyloxyethoxy)cyclobutanecarbonitrile), NO (hydroxylamine), C(#CC(=O)OCC)C(=O)OCC (diethyl acetylenedicarboxylate). Solvent: CCO (EtOH). Reaction conditions: temperature 80 celsius, time 5 hour. The product is C(C)OC(C(=CC(=O)OCC)ONC(=N)C1(CCC1)OCCO)=O (2-{[1-(2-hydroxyethoxy)cyclobutanecarboximidoyl]-aminooxy}but-2-enedioic acid diethyl ester). Reaction SMILES: C[Si](C)(C)[O:3][CH2:4][CH2:5][O:6][C:7]1([C:11]#[N:12])[CH2:10][CH2:9][CH2:8]1.[NH2:15][OH:16].[C:17]([C:24]([O:26][CH2:27][CH3:28])=[O:25])#[C:18][C:19]([O:21][CH2:22][CH3:23])=[O:20]>CCO>[CH2:22]([O:21][C:19](=[O:20])[C:18]([O:16][NH:15][C:11]([C:7]1([O:6][CH2:5][CH2:4][OH:3])[CH2:10][CH2:9][CH2:8]1)=[NH:12])=[CH:17][C:24]([O:26][CH2:27][CH3:28])=[O:25])[CH3:23]. Procedure details: A solution of 1-(2-trimethylsilanyloxyethoxy)cyclobutanecarbonitrile (3.5 g, 16.4 mmol) and 50% aqueous hydroxylamine (1.08 g, 16.4 mmol) in EtOH (16 mL) was stirred in an oil bath heated at 80° C. for 2.5 hrs and then cooled to room temperature. To a solution was added drop-wise diethyl acetylenedicarboxylate (2.93 g, 17.2 mmol) in an ice-bath and the mixture stirred at room temperature for 5 hrs. This mixture was concentrated in vacuo to obtain 6.16 g of a crude brownish oil containing interme... Starting materials: C[Si](C)(C)CCOCn1cc(C(=O)NC(C(=O)N2CC(C#N)C2)C2CC2)c2nc(-c3cc4nccc(Cl)c4s3)cnc21, C1CCNC1. The product is C[Si](C)(C)CCOCn1cc(C(=O)NC(C(=O)N2CC(C#N)C2)C2CC2)c2nc(-c3cc4nccc(N5CCCC5)c4s3)cnc21. As a reaction SMILES: [C:1](#[N:2])[CH:3]1[CH2:4][N:5]([C:7]([CH:8]([CH:9]2[CH2:10][CH2:11]2)[NH:12][C:13](=[O:14])[c:15]2[cH:16][n:17]([CH2:34][O:35][CH2:36][CH2:37][Si:38]([CH3:39])([CH3:40])[CH3:41])[c:18]3[n:19][cH:20][c:21](-[c:24]4[cH:25][c:26]5[n:27][cH:28][cH:29][c:30]([Cl:33])[c:31]5[s:32]4)[n:22][c:23]23)=[O:42])[CH2:6]1.[CH2:43]1[CH2:44][CH2:45][NH:46][CH2:47]1>>[C:1](#[N:2])[CH:3]1[CH2:4][N:5]([C:7]([CH:8]([CH:9]2[CH2:10][CH2:11]2)[NH:12][C:13](=[O:14])[c:15]2[cH:16][n:17]([CH2:34][O:35][CH2:36][CH2:37][Si:38]([CH3:39])([CH3:40])[CH3:41])[c:18]3[n:19][cH:20][c:21](-[c:24]4[cH:25][c:26]5[n:27][cH:28][cH:29][c:30]([N:46]6[CH2:45][CH2:44][CH2:43][CH2:47]6)[c:31]5[s:32]4)[n:22][c:23]23)=[O:42])[CH2:6]1. The reactants are CCO, CCCC(C(=O)OCC)c1c(C)nc2ccnn2c1N1CCC(NS(=O)(=O)c2ccc(Cl)cc2)C1, [Na+], [OH-]. The product is CCCC(C(=O)O)c1c(C)nc2ccnn2c1N1CCC(NS(=O)(=O)c2ccc(Cl)cc2)C1. RXN SMILES: [CH3:38][CH2:39][OH:40].[Cl:1][c:2]1[cH:3][cH:4][c:5]([S:8](=[O:9])(=[O:10])[NH:11][CH:12]2[CH2:13][N:14]([c:17]3[c:18]([CH:27]([C:28](=[O:29])[O:30][CH2:31][CH3:32])[CH2:33][CH2:34][CH3:35])[c:19]([CH3:26])[n:20][c:21]4[n:22]3[n:23][cH:24][cH:25]4)[CH2:15][CH2:16]2)[cH:6][cH:7]1.[Na+:37].[OH-:36]>>[Cl:1][c:2]1[cH:3][cH:4][c:5]([S:8](=[O:9])(=[O:10])[NH:11][CH:12]2[CH2:13][N:14]([c:17]3[c:18]([CH:27]([C:28](=[O:29])[OH:30])[CH2:33][CH2:34][CH3:35])[c:19]([CH3:26])[n:20][c:21]4[n:22]3[n:23][cH:24][cH:25]4)[CH2:15][CH2:16]2)[cH:6][cH:7]1.